This data is from the Open Reaction Database (ORD), a public repository of structured organic reaction records. The task is: describe an organic reaction: reactants, conditions, products, and yield Starting materials: CC=1C=CC=CC1C (o-xylene), C(CCCCCCCCC)#N (decanonitrile), solid, C[O-].[K+] (potassium methoxide), Cl (hydrochloric acid). The solvent is C(C)(=O)OCC (ethyl acetate), O (water). Reaction conditions: temperature 105 celsius, time 4 hour. Yields the product C(C)(=O)C(C#N)CCCCCCCC (2-Acetyldecanonitrile). Reaction SMILES: [CH3:1][C:2]1[CH:3]=[CH:4][CH:5]=[CH:6][C:7]=1[CH3:8].C[O-:10].[K+].[C:12](#[N:22])[CH2:13][CH2:14][CH2:15]CCCCCC.Cl>O.C(OCC)(=O)C>[C:14]([CH:13]([CH2:8][CH2:7][CH2:6][CH2:5][CH2:4][CH2:3][CH2:2][CH3:1])[C:12]#[N:22])(=[O:10])[CH3:15] |f:1.2|. Procedure: In a stirred vessel fitted with reflux condenser and dropping funnel, 317 g of o-xylene were initially charged, 198.96 g of solid potassium methoxide were added and the mixture was heated at reflux. A mixture of 170 g of decanonitrile and 133.9 g of ethyl acetate was then added via the dropping funnel over a period of 10 min. After the addition had ended, stirring was continued for 4 h, and the mixture was then cooled to 105° C. 372 g of water were then added, and the mixture was adjusted to pH ...